From a dataset of the Open Reaction Database (ORD), a public repository of structured organic reaction records. describe an organic reaction: reactants, conditions, products, and yield Reactants: [Li+].CC(C)[N-]C(C)C (LDA), COC1=C2CCC(CC2=CC=C1)=O (5-methoxy-2-tetralone), C(C=C)Br (allylbromide). Run in C1CCCCC1 (cyclohexane), C1CCOC1 (THF). Run at time 5 hour. The product is COC1=C2CCC(C(C2=CC=C1)(CC=C)CC=C)=O (1,2,3,4-tetrahydro-5-methoxy-2-oxo-1,1-di-(2-propenyl)-naphthalene). The yield is 32.5%. Reaction SMILES: [CH3:1][O:2][C:3]1[CH:12]=[CH:11][CH:10]=[C:9]2[C:4]=1[CH2:5][CH2:6][C:7](=[O:13])[CH2:8]2.[Li+].[CH3:15][CH:16]([N-]C(C)C)[CH3:17].[CH2:22](Br)[CH:23]=[CH2:24]>C1COCC1.C1CCCCC1>[CH3:1][O:2][C:3]1[CH:12]=[CH:11][CH:10]=[C:9]2[C:4]=1[CH2:5][CH2:6][C:7](=[O:13])[C:8]2([CH2:24][CH:23]=[CH2:22])[CH2:17][CH:16]=[CH2:15] |f:1.2|. Procedure: To a solution of 5.3 g (30 mmol) 5-methoxy-2-tetralone in 45 mL THF in a three-neck round-bottomed flask, equipped with a gas inlet and septum, was added 22 mL LDA (33 mmol, 1.5M in cyclohexane, at -30° C. under a nitrogen atmosphere. The solution was allowed to warm to 0° C. over a thirty-minute period and 3.4 mL (39 mmol) allylbromide was added. TLC analysis was used to monitor the reaction. After five hours of stirring, the reaction mixture was quenched with 10% sodium bisulfate to pH 2-3. Af... Starting materials: CC[SiH](CC)CC, ClCCl, CCCCCCC1(O)c2cc(C)c(C)cc2C(=O)N1c1cccnc1, [K+], [K+], O=C([O-])[O-], O=C(O)C(F)(F)F. The product is CCCCCC=C1c2cc(C)c(C)cc2C(=O)N1c1cccnc1. Reaction SMILES: [CH2:33]([SiH:34]([CH2:35][CH3:36])[CH2:37][CH3:38])[CH3:39].[CH2:46]([Cl:47])[Cl:48].[CH3:1][c:2]1[cH:3][c:4]2[c:8]([cH:9][c:10]1[CH3:11])[C:7](=[O:12])[N:6]([c:13]1[cH:14][n:15][cH:16][cH:17][cH:18]1)[C:5]2([OH:19])[CH2:20][CH2:21][CH2:22][CH2:23][CH2:24][CH3:25].[K+:40].[K+:41].[O-:42][C:43]([O-:44])=[O:45].[OH:26][C:27]([C:28]([F:29])([F:30])[F:31])=[O:32]>>[CH3:1][c:2]1[cH:3][c:4]2[c:8]([cH:9][c:10]1[CH3:11])[C:7](=[O:12])[N:6]([c:13]1[cH:14][n:15][cH:16][cH:17][cH:18]1)[C:5]2=[CH:20][CH2:21][CH2:22][CH2:23][CH2:24][CH3:25]. Reactants: 21.67, OC1=CC=CC2=C1C(C=C(O2)C(=O)OCC)=O (ethyl 5-hydroxy-4-oxo-4H-1-benzopyran-2-carboxylate), [Tl] (thallium), ICCC(C)C (1-iodo-3-methylbutane). The solvent is C(Cl)(Cl)Cl (chloroform). Run at temperature 100 celsius, time 2 hour. Product: CC(CCOC1=CC=CC2=C1C(C=C(O2)C(=O)O)=O)C (5-(3-methyl-n-butoxy)-4-oxo-4H-1-benzopyran-2-carboxylic acid), ethyl acetate light petroleum. RXN SMILES: [OH:1][C:2]1[C:7]2[C:8](=[O:17])[CH:9]=[C:10]([C:12]([O:14]CC)=[O:13])[O:11][C:6]=2[CH:5]=[CH:4][CH:3]=1.[Tl].I[CH2:20][CH2:21][CH:22]([CH3:24])[CH3:23]>C(Cl)(Cl)Cl>[CH3:23][CH:22]([CH3:24])[CH2:21][CH2:20][O:1][C:2]1[C:7]2[C:8](=[O:17])[CH:9]=[C:10]([C:12]([OH:14])=[O:13])[O:11][C:6]=2[CH:5]=[CH:4][CH:3]=1 |^1:17|. Procedure details: A stirred mixture of 21.67 parts of ethyl 5-hydroxy-4-oxo-4H-1-benzopyran-2-carboxylate, thallium salt and 99 parts of 1-iodo-3-methylbutane was refluxed for one hour. After cooling, chloroform was added to the reaction mixture and the insoluble thallium salts were removed by filtration. The chloroform filtrate was washed with cold N sodium hydroxide solution, then washed with water and the volatile components were removed by evaporation. Sodiumbicarbonte soluton was added to the oily residue ob... Reactants: O=C([O-])[O-], CNS(C)(=O)=O, CNC(C)C, Clc1ccc2cc(Br)ccc2n1, [K+], [K+], O. The product is CC(C)N(C)c1ccc2cc(Br)ccc2n1. RXN SMILES: [C:6](=[O:7])([O-:8])[O-:9].[CH3:12][NH:13][S:14]([CH3:15])(=[O:16])=[O:17].[CH3:1][NH:2][CH:3]([CH3:4])[CH3:5].[Cl:18][c:19]1[n:20][c:21]2[cH:22][cH:23][c:24]([Br:29])[cH:25][c:26]2[cH:27][cH:28]1.[K+:10].[K+:11].[OH2:30]>>[CH3:1][N:2]([CH:3]([CH3:4])[CH3:5])[c:19]1[n:20][c:21]2[cH:22][cH:23][c:24]([Br:29])[cH:25][c:26]2[cH:27][cH:28]1.